Task: describe an organic reaction: reactants, conditions, products, and yield. Dataset: the Open Reaction Database (ORD), a public repository of structured organic reaction records Starting materials: ClC1=CC(=CC2=C1OC1=C2CNCC1)C(=C)C1=CC=CC=C1 (6-chloro-8-(1-phenylvinyl)-1,2,3,4-tetrahydrobenzofuro[3,2-c]pyridine), C(C)[SiH](CC)CC (triethylsilane), FC(C(=O)O)(F)F (trifluoroacetic acid). Reaction conditions: time 24 hour. The product is Cl.ClC1=CC(=CC2=C1OC1=C2CNCC1)C(C)C1=CC=CC=C1 (6-chloro-8-(1-phenylethyl)-1,2,3,4-tetrahydrobenzofuro[3,2-c]pyridine hydrochloride). Yield: 153.1%. As a reaction SMILES: [Cl:1][C:2]1[C:7]2[O:8][C:9]3[CH2:14][CH2:13][NH:12][CH2:11][C:10]=3[C:6]=2[CH:5]=[C:4]([C:15]([C:17]2[CH:22]=[CH:21][CH:20]=[CH:19][CH:18]=2)=[CH2:16])[CH:3]=1.C([SiH](CC)CC)C.FC(F)(F)C(O)=O>>[ClH:1].[Cl:1][C:2]1[C:7]2[O:8][C:9]3[CH2:14][CH2:13][NH:12][CH2:11][C:10]=3[C:6]=2[CH:5]=[C:4]([CH:15]([C:17]2[CH:22]=[CH:21][CH:20]=[CH:19][CH:18]=2)[CH3:16])[CH:3]=1 |f:3.4|. Procedure details: To the product obtained in step B (40.0 mg, 0.12 mmol) was added triethylsilane (0.5 mL, 3.22 mmol), trifluoroacetic acid (0.35 mL, 4.51 mmol) and boron trifluoride-diethylether complex (0.65 mL, 4.51 mmol) at 0° C. The reaction mixture was stirred at ambient temperature for 24 h under a nitrogen atmosphere, quenched with 20% potassium carbonate solution (15 mL) and extracted with dichloromethane. The organic extract was washed with water followed by brine, dried over sodium sulphate and concent... Reactants: COC1=CC=C(CC2NCCC3=CC(=C(C=C23)OC)OC)C=C1 (1-(4-Methoxy-benzyl)-6,7-dimethoxy-1,2,3,4-tetrahydro-isoquinoline), BrCC(=O)Br (2-bromoacetyl bromide), C1(CCCC2=CC=CC=C12)N (1,2,3,4-tetrahydro-1-naphthylamine). The product is COC1=CC=C(CC2N(CCC3=CC(=C(C=C23)OC)OC)CC(=O)NC2CCCC3=CC=CC=C23)C=C1 (2-[1-(4-Methoxy-benzyl)-6,7-dimethoxy-3,4-dihydro-1H-isoquinolin-2-yl]-N-(1,2,3,4-tetrahydronaphthalen-1-yl)-acetamide). Reaction SMILES: [CH3:1][O:2][C:3]1[CH:23]=[CH:22][C:6]([CH2:7][CH:8]2[C:17]3[C:12](=[CH:13][C:14]([O:20][CH3:21])=[C:15]([O:18][CH3:19])[CH:16]=3)[CH2:11][CH2:10][NH:9]2)=[CH:5][CH:4]=1.Br[CH2:25][C:26](Br)=[O:27].[CH:29]1([NH2:39])[C:38]2[C:33](=[CH:34][CH:35]=[CH:36][CH:37]=2)[CH2:32][CH2:31][CH2:30]1>>[CH3:1][O:2][C:3]1[CH:4]=[CH:5][C:6]([CH2:7][CH:8]2[C:17]3[C:12](=[CH:13][C:14]([O:20][CH3:21])=[C:15]([O:18][CH3:19])[CH:16]=3)[CH2:11][CH2:10][N:9]2[CH2:25][C:26]([NH:39][CH:29]2[C:38]3[C:33](=[CH:34][CH:35]=[CH:36][CH:37]=3)[CH2:32][CH2:31][CH2:30]2)=[O:27])=[CH:22][CH:23]=1. Reported procedure: prepared by reaction of 1-(4-Methoxy-benzyl)-6,7-dimethoxy-1,2,3,4-tetrahydro-isoquinoline and 2-bromoacetyl bromide with 1,2,3,4-tetrahydro-1-naphthylamine The reactants are Cl, COc1cc(OS(C)(=O)=O)ccc1-c1nc2ccc(NC(C)=O)cc2[nH]1. Yields the product COc1cc(OS(C)(=O)=O)ccc1-c1nc2ccc(N)cc2[nH]1. As a reaction SMILES: [ClH:27].[NH:1]([C:2]([CH3:3])=[O:4])[c:5]1[cH:6][c:7]2[c:8]([n:9][c:10](-[c:12]3[c:13]([O:23][CH3:24])[cH:14][c:15]([O:18][S:19](=[O:20])(=[O:21])[CH3:22])[cH:16][cH:17]3)[nH:11]2)[cH:25][cH:26]1>>[NH2:1][c:5]1[cH:6][c:7]2[c:8]([n:9][c:10](-[c:12]3[c:13]([O:23][CH3:24])[cH:14][c:15]([O:18][S:19](=[O:20])(=[O:21])[CH3:22])[cH:16][cH:17]3)[nH:11]2)[cH:25][cH:26]1. The reactants are [BH4-], CCOC(=O)N1CCCC(=O)CC1, CO, [Na+]. The product is CCOC(=O)N1CCCC(O)CC1. RXN SMILES: [BH4-:14].[CH2:1]([CH3:2])[O:3][C:4](=[O:5])[N:6]1[CH2:7][CH2:8][C:9](=[O:13])[CH2:10][CH2:11][CH2:12]1.[CH3:16][OH:17].[Na+:15]>>[CH2:1]([CH3:2])[O:3][C:4](=[O:5])[N:6]1[CH2:7][CH2:8][CH:9]([OH:13])[CH2:10][CH2:11][CH2:12]1. The reactants are [BH4-].[Na+] (sodium borohydride), C(C(C)C)OC(=O)Cl (isobutylchloroformate), CN1CCOCC1 (N-methylmorpholine), C(C)OC(=O)[C@H]1[C@@H](C1)C(=O)O ((+/−)-trans-cyclopropane-1,2-dicarboxylic acid monoethyl ester). Run in O1CCCC1 (tetrahydrofuran), O1CCCC1 (tetrahydrofuran), O (water). Reaction conditions: temperature -50 celsius, time 5 minute. The product is C(C)OC(=O)[C@H]1[C@@H](C1)CO ((+/−)-trans-2-hydroxymethyl-cyclopropanecarboxylic acid ethyl ester). Yield: 49.2%. RXN SMILES: C(OC(Cl)=O)C(C)C.CN1CCOCC1.[CH2:16]([O:18][C:19]([C@@H:21]1[CH2:23][C@H:22]1[C:24](O)=[O:25])=[O:20])[CH3:17].[BH4-].[Na+]>O1CCCC1.O>[CH2:16]([O:18][C:19]([C@@H:21]1[CH2:23][C@H:22]1[CH2:24][OH:25])=[O:20])[CH3:17] |f:3.4|. Procedure details: Add isobutylchloroformate (0.41 mL, 3.16 mmol) and N-methylmorpholine (0.35 mL, 3.16 mmol) to a solution of (+/−)-trans-cyclopropane-1,2-dicarboxylic acid monoethyl ester (0.50 g, 3.161 mmol) in tetrahydrofuran (21 mL) at −50° C. Stir for 5 minutes and then filter into a slurry of sodium borohydride (0.084 g, 2.21 mmol) in tetrahydrofuran (9 mL) and cool to −50° C. Warm to room temperature over night and then add 9 mL of water. Remove tetrahydrofuran under reduced pressure and extract aqueous la... The reactants are COc1ccc(COC(c2ccccc2)(c2ccc(OC)cc2)C2CN(C(=O)OCc3ccccc3)CC2O)cc1, CO. Yields the product COc1ccc(COC(c2ccccc2)(c2ccc(OC)cc2)C2CNCC2O)cc1. Reaction SMILES: [CH2:1]([O:2][C:3](=[O:4])[N:11]1[CH2:12][CH:13]([C:17]([O:18][CH2:19][c:20]2[cH:21][cH:22][c:23]([O:26][CH3:27])[cH:24][cH:25]2)([c:28]2[cH:29][cH:30][cH:31][cH:32][cH:33]2)[c:34]2[cH:35][cH:36][c:37]([O:40][CH3:41])[cH:38][cH:39]2)[CH:14]([OH:16])[CH2:15]1)[c:5]1[cH:6][cH:7][cH:8][cH:9][cH:10]1.[CH3:42][OH:43]>>[NH:11]1[CH2:12][CH:13]([C:17]([O:18][CH2:19][c:20]2[cH:21][cH:22][c:23]([O:26][CH3:27])[cH:24][cH:25]2)([c:28]2[cH:29][cH:30][cH:31][cH:32][cH:33]2)[c:34]2[cH:35][cH:36][c:37]([O:40][CH3:41])[cH:38][cH:39]2)[CH:14]([OH:16])[CH2:15]1.